Task: describe an organic reaction: reactants, conditions, products, and yield. Dataset: the Open Reaction Database (ORD), a public repository of structured organic reaction records Reactants: O(C1=CC=CC=C1)CCCC(=O)O (4-phenoxybutyric acid), S(=O)(Cl)Cl (thionyl chloride). Reagents/catalysts: CN(C=O)C (dimethylformamide). The product is O(C1=CC=CC=C1)CCCC(=O)Cl (4-Phenoxybutyryl chloride). RXN SMILES: [O:1]([CH2:8][CH2:9][CH2:10][C:11]([OH:13])=O)[C:2]1[CH:7]=[CH:6][CH:5]=[CH:4][CH:3]=1.S(Cl)([Cl:16])=O>CN(C)C=O>[O:1]([CH2:8][CH2:9][CH2:10][C:11]([Cl:16])=[O:13])[C:2]1[CH:7]=[CH:6][CH:5]=[CH:4][CH:3]=1. Procedure: 252.3 g (1.40 mole) of 4-phenoxybutyric acid, 154 ml (2.1 mole) of thionyl chloride and a few drops of dimethylformamide are heated under reflux with exclusion of moisture. After evolution of gas has ceased (about 2 hours), the mixture is fractionated under water pump vacuum. The acid chloride distils at 149°-151° C.